From a dataset of the Open Reaction Database (ORD), a public repository of structured organic reaction records. describe an organic reaction: reactants, conditions, products, and yield The reactants are O=C([O-])[O-], C1CCOC1, COC(OC)c1ccc(S(=O)(=O)C2CCCCC2)cc1, [K+], [K+], O, O=S(=O)(O)O. Product: O=Cc1ccc(S(=O)(=O)C2CCCCC2)cc1. Reaction SMILES: [C:26](=[O:27])([O-:28])[O-:29].[CH2:32]1[O:33][CH2:34][CH2:35][CH2:36]1.[CH:1]1([S:7](=[O:8])(=[O:9])[c:10]2[cH:11][cH:12][c:13]([CH:16]([O:17][CH3:20])[O:18][CH3:19])[cH:14][cH:15]2)[CH2:2][CH2:3][CH2:4][CH2:5][CH2:6]1.[K+:30].[K+:31].[OH2:37].[S:21](=[O:22])(=[O:23])([OH:24])[OH:25]>>[CH:1]1([S:7](=[O:8])(=[O:9])[c:10]2[cH:11][cH:12][c:13]([CH:16]=[O:17])[cH:14][cH:15]2)[CH2:2][CH2:3][CH2:4][CH2:5][CH2:6]1. Starting materials: ClC1=NC=C(C(=C1F)C)I (2-chloro-3-fluoro-5-iodo-4-methyl-pyridine), O1CCCC1 (tetrahydrofuran), C1CCOC1 (THF), B(OC(C)C)(OC(C)C)OC(C)C (triisopropyl borate). Reaction conditions: time 2 hour. The product is ClC1=NC=C(C(=C1F)C)B1OC(C(O1)(C)C)(C)C (2-chloro-3-fluoro-4-methyl-5-(4,4,5,5-tetramethyl-1,3,2-dioxaborolan-2-yl)pyridine). As a reaction SMILES: [Cl:1][C:2]1[C:7]([F:8])=[C:6]([CH3:9])[C:5](I)=[CH:4][N:3]=1.O1CCCC1.[B:16]([O:25][CH:26]([CH3:28])[CH3:27])([O:21][CH:22]([CH3:24])[CH3:23])OC(C)C>>[Cl:1][C:2]1[C:7]([F:8])=[C:6]([CH3:9])[C:5]([B:16]2[O:21][C:22]([CH3:23])([CH3:24])[C:26]([CH3:27])([CH3:28])[O:25]2)=[CH:4][N:3]=1. Procedure details: To a −78° C. solution of 2-chloro-3-fluoro-5-iodo-4-methyl-pyridine (498.6 mg; 1.837 mmol) in tetrahydrofuran (6.0 mL; 74 mmol) was added isopropylmagnesium chloride lithium chloride complex (1.3 mol/L) in THF (5.8 mL; 7.5 mmol). The reaction mixture was warmed to room temperature and stirred for 2 hours. The mixture was then re-cooled to −78° C. and triisopropyl borate (2.20 mL; 9.34 mmol) was added. The reaction mixture was stirred at room temperature for 18 hours. The reaction mixture was que... As a reaction SMILES: [Cl:1][C:2]1[CH:7]=[CH:6][C:5]([C:8]([OH:25])([CH2:19][N:20]2[CH:24]=[N:23][CH:22]=[N:21]2)[CH:9]([C:11]2[CH:16]=[CH:15][C:14]([Cl:17])=[CH:13][C:12]=2[Cl:18])[OH:10])=[CH:4][CH:3]=1.CO[C:28](OC)([CH3:30])[CH3:29].C1(C)C=CC(S(O)(=O)=O)=CC=1.C(=O)([O-])O.[Na+]>CC(C)=O.CN(C)C=O.[Cl-].[Zn+2].[Cl-].C(Cl)Cl>[Cl:1][C:2]1[CH:7]=[CH:6][C:5]([C:8]2([CH2:19][N:20]3[CH:24]=[N:23][CH:22]=[N:21]3)[CH:9]([C:11]3[CH:16]=[CH:15][C:14]([Cl:17])=[CH:13][C:12]=3[Cl:18])[O:10][C:28]([CH3:30])([CH3:29])[O:25]2)=[CH:4][CH:3]=1 |f:3.4,7.8.9|. Procedure: To a solution of 500 mg of 2-(4-chlorophenyl)-1-(2,4-dichlorophenyl)-3-(1H-1,2,4-triazol-1-yl)-1,2-propanediol in a mixture of 20 ml of acetone and 1 ml of dimethylformamide are added 2 ml of 2,2-dimethoxypropane, 100 mg of p-toluenesulfonic acid and about 50 mg of zinc chloride, and the resultant mixture is refluxed for 68 hours. The reaction mixture is poured into cold aqueous sodium hydrogencarbonate solution, and the mixture is shaken with methylene chloride. The organic layer is washed with... Reagents/catalysts: [Cl-].[Zn+2].[Cl-] (zinc chloride). Starting materials: resultant mixture, C(O)([O-])=O.[Na+] (sodium hydrogencarbonate), COC(C)(C)OC (2,2-dimethoxypropane), C1(=CC=C(C=C1)S(=O)(=O)O)C (p-toluenesulfonic acid), ClC1=CC=C(C=C1)C(C(O)C1=C(C=C(C=C1)Cl)Cl)(CN1N=CN=C1)O (2-(4-chlorophenyl)-1-(2,4-dichlorophenyl)-3-(1H-1,2,4-triazol-1-yl)-1,2-propanediol). The solvent is CC(=O)C (acetone), CN(C=O)C (dimethylformamide), C(Cl)Cl (methylene chloride). Isolated yield 20.0%. Yields the product ClC1=CC=C(C=C1)C1(OC(OC1C1=C(C=C(C=C1)Cl)Cl)(C)C)CN1N=CN=C1 (4-(4-chlorophenyl)-5-(2,4-dichlorophenyl)-2,2-dimethyl-4-(1H-1,2,4-triazol-1-yl)methyl-1,3-dioxolane). The reactants are COC(=O)C=1C=C(C=C(C1O)Br)C1=CC=C(C=C1)C(F)(F)F (5-Bromo-4-hydroxy-4′-trifluoromethyl-biphenyl-3-carboxylic acid methylester), C1(=CC=CC=C1)B(O)O (phenylboronic acid), tetrakistriphenylphosphine, C(=O)([O-])[O-].[Na+].[Na+] (Na2CO3). The solvent is CCOC(=O)C (EtOAc), C1(=CC=CC=C1)C (toluene). Run at temperature 80 celsius, time 10 hour. Product: COC(=O)C=1C(=C(C=C(C1)C1=CC=C(C=C1)C(F)(F)F)C1=CC=CC=C1)O (4′-Hydroxy-4-trifluoromethyl-[1,1′;3′,1″]terphenyl-5′-carboxylic acid methyl ester). Isolated yield 70.5%. Reaction SMILES: [CH3:1][O:2][C:3]([C:5]1[CH:6]=[C:7]([C:13]2[CH:18]=[CH:17][C:16]([C:19]([F:22])([F:21])[F:20])=[CH:15][CH:14]=2)[CH:8]=[C:9](Br)[C:10]=1[OH:11])=[O:4].[C:23]1(B(O)O)[CH:28]=[CH:27][CH:26]=[CH:25][CH:24]=1.C([O-])([O-])=O.[Na+].[Na+]>C1(C)C=CC=CC=1.CCOC(C)=O>[CH3:1][O:2][C:3]([C:5]1[C:10]([OH:11])=[C:9]([C:23]2[CH:28]=[CH:27][CH:26]=[CH:25][CH:24]=2)[CH:8]=[C:7]([C:13]2[CH:18]=[CH:17][C:16]([C:19]([F:22])([F:21])[F:20])=[CH:15][CH:14]=2)[CH:6]=1)=[O:4] |f:2.3.4|. Procedure details: To a solution of 5-Bromo-4-hydroxy-4′-trifluoromethyl-biphenyl-3-carboxylic acid methylester (0.3 g, 0.8 mmol) in toluene (5 mL) was added phenylboronic acid (0.19 g, 1.6 mmol), tetrakistriphenylphosphine (0.0.09 g, 0.08 mmol), Na2CO3(2.4 ml, 1N solution) and stirred the reaction mixture at 80° C. for 10 h. The reaction mixture was diluted with EtOAc (10 mL) and washed with water, brine and dried over Na2SO4. Solvent was removed under reduced pressure and silicagel column chromatography (20:80 E... Starting materials: CCN1CCCC1CN, O=C(Cl)c1ccc(F)cc1, [Na+], [Na+], O=C([O-])[O-], O. Yields the product CCN1CCCC1CNC(=O)c1ccc(F)cc1. Reaction SMILES: [CH2:11]([CH3:12])[N:13]1[CH:14]([CH2:18][NH2:19])[CH2:15][CH2:16][CH2:17]1.[F:1][c:2]1[cH:3][cH:4][c:5]([C:6](=[O:7])[Cl:8])[cH:9][cH:10]1.[Na+:20].[Na+:21].[O-:22][C:23](=[O:24])[O-:25].[OH2:26]>>[F:1][c:2]1[cH:3][cH:4][c:5]([C:6](=[O:7])[NH:19][CH2:18][CH:14]2[N:13]([CH2:11][CH3:12])[CH2:17][CH2:16][CH2:15]2)[cH:9][cH:10]1. Reactants: C1(=CC=CC2=CC=CC=C12)C1=CC(=C(C(O1)=O)C#N)N1CCCCC1 (6-(naphthalen-1-yl)-2-oxo-4-(piperidin-1-yl)-2H-pyran-3-carbonitrile), indanone-1, [H-].[Na+] (NaH). Run in C1CCOC1 (THF). Product: C1(=CC=CC2=CC=CC=C12)C1=CC(=C(C=2C3=CC=CC=C3CC12)C#N)N1CCCCC1 (1-Naphthalen-1-yl-3-piperidin-1-yl-9H-fluorene-4-carbonitrile). Reaction SMILES: [C:1]1([C:11]2O[C:15](=O)[C:14]([C:18]#[N:19])=[C:13]([N:20]3[CH2:25][CH2:24][CH2:23][CH2:22][CH2:21]3)[CH:12]=2)[C:10]2[C:5](=[CH:6][CH:7]=[CH:8][CH:9]=2)[CH:4]=[CH:3][CH:2]=1.[H-].[Na+]>C1COCC1>[C:1]1([C:11]2[C:12]3[CH2:11][C:1]4[C:2](=[CH:3][CH:4]=[CH:5][CH:10]=4)[C:15]=3[C:14]([C:18]#[N:19])=[C:13]([N:20]3[CH2:25][CH2:24][CH2:23][CH2:22][CH2:21]3)[CH:12]=2)[C:10]2[C:5](=[CH:6][CH:7]=[CH:8][CH:9]=2)[CH:4]=[CH:3][CH:2]=1 |f:1.2|. Procedure: A mixture of 6-(naphthalen-1-yl)-2-oxo-4-(piperidin-1-yl)-2H-pyran-3-carbonitrile (330 mg), indanone-1 (132 mg) and NaH (39 mg) in THF was stirred for <5 min. After completion, the reaction solvent was evaporated under vacuum to dryness and crude solid was quenched with ice water and subsequently neutralized with dil. HCl, finally purified by column chromatography using ethylacetate-hexane as eluent. White solid; mp 188-190° C.; ESIMS 401 (M++1); IR (KBr) 2214 cm−1 (CN); 13C NMR (75.53 MHz, CDCl...